describe an organic reaction: reactants, conditions, products, and yield From a dataset of the Open Reaction Database (ORD), a public repository of structured organic reaction records. Starting materials: ClC1=CC2=C(NC1=O)OCC1=C2C=CC=C1 (2-chloro-4,6-dihydro-3H[2]benzopyrano[3,4-b]pyridin-3-one), CN (methylamine), steel. Run in O (water). Yields the product CNC1=CC2=C(NC1=O)OCC1=C2C=CC=C1 (2-(N-methylamino)-4,6-dihydro-3H[2]-benzopyrano[3,4-b]pyridin-3-one). As a reaction SMILES: Cl[C:2]1[C:7](=[O:8])[NH:6][C:5]2[O:9][CH2:10][C:11]3[CH:16]=[CH:15][CH:14]=[CH:13][C:12]=3[C:4]=2[CH:3]=1.[CH3:17][NH2:18]>O>[CH3:17][NH:18][C:2]1[C:7](=[O:8])[NH:6][C:5]2[O:9][CH2:10][C:11]3[CH:16]=[CH:15][CH:14]=[CH:13][C:12]=3[C:4]=2[CH:3]=1. Reported procedure: Add 23.1 gm of 2-chloro-4,6-dihydro-3H[2]benzopyrano[3,4-b]pyridin-3-one to 100 ml of 40% aqueous methylamine and 250 ml of water. Heat the system in a steel bomb at 140° C. for 5 days. Stop the reaction and isolate the title compound. Starting materials: FC1=CC=C(C=C1)[N+](=O)[O-] (1-fluoro-4-nitrobenzene), N1(N=CN=C1)C1=CC=C(C=C1)O (4-{[1,2,4]triazol-1-yl}phenol), C([O-])([O-])=O.[K+].[K+] (potassium carbonate). The solvent is CN(C)C=O (DMF). Product: [N+](=O)([O-])C1=CC=C(OC2=CC=C(C=C2)N2N=CN=C2)C=C1 (1-[4-(4-Nitrophenoxy)phenyl]-1H-[1,2,4]triazole). Yield: 37.0%. RXN SMILES: F[C:2]1[CH:7]=[CH:6][C:5]([N+:8]([O-:10])=[O:9])=[CH:4][CH:3]=1.[N:11]1([C:16]2[CH:21]=[CH:20][C:19]([OH:22])=[CH:18][CH:17]=2)[CH:15]=[N:14][CH:13]=[N:12]1.C(=O)([O-])[O-].[K+].[K+]>CN(C=O)C>[N+:8]([C:5]1[CH:6]=[CH:7][C:2]([O:22][C:19]2[CH:18]=[CH:17][C:16]([N:11]3[CH:15]=[N:14][CH:13]=[N:12]3)=[CH:21][CH:20]=2)=[CH:3][CH:4]=1)([O-:10])=[O:9] |f:2.3.4|. Reported procedure: A mixture of 1-fluoro-4-nitrobenzene (0.17 mL, 1.6 mmol), 4-{[1,2,4]triazol-1-yl}phenol (0.26 g, 1.58 mmol), and potassium carbonate (1.69 g, 12.2 mmol) in DMF was refluxed overnight. The reaction was cooled to room temperature, then partitioned between water and ethyl acetate. The aqueous layer was extracted with ethyl acetate. The combined organic layers were washed with an aqueous sodium hydroxide solution (2N), water (2 times), dried over sodium sulfate, filtered, and evaporated under reduce... Solvent: CN(C)C=O (DMF). Yield: 47.0%. RXN SMILES: [NH:1]1[C:9]2[C:4](=[CH:5][CH:6]=[CH:7][CH:8]=2)[CH:3]=[CH:2]1.Br[C:11]1[CH:20]=[CH:19][CH:18]=[CH:17][C:12]=1[C:13]([O:15][CH3:16])=[O:14].C(=O)([O-])[O-].[K+].[K+].C(OCC)(=O)C>CN(C=O)C>[N:1]1([C:11]2[CH:20]=[CH:19][CH:18]=[CH:17][C:12]=2[C:13]([O:15][CH3:16])=[O:14])[C:9]2[C:4](=[CH:5][CH:6]=[CH:7][CH:8]=2)[CH:3]=[CH:2]1 |f:2.3.4|. Reported procedure: A mixture of indole (4.16 g; 35.53 mmol), methyl 2-bromobenzoate (2.64 g; 35.53 mmol), potassium carbonate (5.50 g) and CuO (2.0 g) in 40 mL of DMF was refiuxed uncler an argon atmosphere for 3.5 hrs. The crude material obtained upon extraction into ethyl acetate and removal of the solvent was purified on a silica gel column (10% ethyl acetate/hexane) to obtain 4.20 g (47%) of methyl 2-(1-indolyl)benzoate, 1H NMR (CDCl3): δ 3.45 (s, 3H); 6.43 (d, 1H); 6.99-7.20 (m, 4H); 7.35-7.42 (m, 2H); 7.60 (... Starting materials: N1C=CC2=CC=CC=C12 (indole), BrC1=C(C(=O)OC)C=CC=C1 (methyl 2-bromobenzoate), C([O-])([O-])=O.[K+].[K+] (potassium carbonate), CuO, C(C)(=O)OCC (ethyl acetate). Product: N1(C=CC2=CC=CC=C12)C1=C(C(=O)OC)C=CC=C1 (methyl 2-(1-indolyl)benzoate). Run at time 3.5 hour. The reactants are CC(C)(C)CC1NC(C(=O)NCCCNC(=O)OC(C)(C)C)C(c2cccc(Cl)c2F)C1(C#N)c1ccc(Cl)cc1F, ClCCl, O=C(O)C(F)(F)F. Yields the product CC(C)(C)CC1NC(C(=O)NCCCN)C(c2cccc(Cl)c2F)C1(C#N)c1ccc(Cl)cc1F. RXN SMILES: [C:1]([O:2][C:3](=[O:4])[NH:7][CH2:8][CH2:9][CH2:10][NH:11][C:12](=[O:13])[CH:14]1[NH:15][CH:16]([CH2:37][C:38]([CH3:39])([CH3:40])[CH3:41])[C:17]([C:27]#[N:28])([c:29]2[c:30]([F:36])[cH:31][c:32]([Cl:35])[cH:33][cH:34]2)[CH:18]1[c:19]1[c:20]([F:26])[c:21]([Cl:25])[cH:22][cH:23][cH:24]1)([CH3:5])([CH3:6])[CH3:42].[CH2:50]([Cl:51])[Cl:52].[F:43][C:44]([F:45])([F:46])[C:47]([OH:48])=[O:49]>>[NH2:7][CH2:8][CH2:9][CH2:10][NH:11][C:12](=[O:13])[CH:14]1[NH:15][CH:16]([CH2:37][C:38]([CH3:39])([CH3:40])[CH3:41])[C:17]([C:27]#[N:28])([c:29]2[c:30]([F:36])[cH:31][c:32]([Cl:35])[cH:33][cH:34]2)[CH:18]1[c:19]1[c:20]([F:26])[c:21]([Cl:25])[cH:22][cH:23][cH:24]1.